Dataset: the Open Reaction Database (ORD), a public repository of structured organic reaction records. Task: describe an organic reaction: reactants, conditions, products, and yield Run in CN(C)C=O (DMF), O1CCOCC1 (dioxane), C(C)O (ethanol). The product is N1CCC(CC1)NC1=CC=C(C=N1)OCCCO (3-[6-(Piperidin-4-ylamino)-pyridin-3-yloxy]-propan-1-ol). Reported procedure: The title compound was prepared in analogy to the procedure described for rac-4-{tert-butoxycarbonyl-[5-(2,2-dimethyl-[1,3]dioxolan-4-ylmethoxy)-pyridin-2-yl]-amino}-piperidine-1-carboxylic acid tert-butyl ester (intermediate B19/step 1) from 4-[tert-butoxycarbonyl-(5-hydroxy-pyridin-2-yl)-amino]-piperidine-1-carboxylic acid tert-butyl ester (intermediate B18 step 5) by reaction with rac-2-(3-bromopropoxy)-tetrahydro-2H-pyran (commercially available) and potassium carbonate in DMF at rt, followe... As a reaction SMILES: C(OC([N:8]1[CH2:13][CH2:12][CH:11]([N:14](C(OC(C)(C)C)=O)[C:15]2[CH:20]=[CH:19][C:18]([O:21][CH2:22][CH:23]3[CH2:27][O:26]C(C)(C)O3)=[CH:17][N:16]=2)[CH2:10][CH2:9]1)=O)(C)(C)C.C(OC(N1CCC(N(C(OC(C)(C)C)=O)C2C=CC(O)=CN=2)CC1)=O)(C)(C)C.BrCCCOC1CCCCO1.C(=O)([O-])[O-].[K+].[K+].Cl.ClC1C=CC(CN2CCC(NC3C=CC(C#N)=CC=3)CC2)=CC=1OCC>CN(C=O)C.O1CCOCC1.C(O)C>[NH:8]1[CH2:13][CH2:12][CH:11]([NH:14][C:15]2[N:16]=[CH:17][C:18]([O:21][CH2:22][CH2:23][CH2:27][OH:26])=[CH:19][CH:20]=2)[CH2:10][CH2:9]1 |f:3.4.5|. Starting materials: C(C)(C)(C)OC(=O)N1CCC(CC1)N(C1=NC=C(C=C1)OCC1OC(OC1)(C)C)C(=O)OC(C)(C)C (rac-4-{tert-butoxycarbonyl-[5-(2,2-dimethyl-[1,3]dioxolan-4-ylmethoxy)-pyridin-2-yl]-amino}-piperidine-1-carboxylic acid tert-butyl ester), C(C)(C)(C)OC(=O)N1CCC(CC1)N(C1=NC=C(C=C1)O)C(=O)OC(C)(C)C (4-[tert-butoxycarbonyl-(5-hydroxy-pyridin-2-yl)-amino]-piperidine-1-carboxylic acid tert-butyl ester), C(C)(C)(C)OC(=O)N1CCC(CC1)N(C1=NC=C(C=C1)O)C(=O)OC(C)(C)C (4-[tert-butoxycarbonyl-(5-hydroxy-pyridin-2-yl)-amino]-piperidine-1-carboxylic acid tert-butyl ester), BrCCCOC1OCCCC1 (rac-2-(3-bromopropoxy)-tetrahydro-2H-pyran), C([O-])([O-])=O.[K+].[K+] (potassium carbonate), Cl (HCl), ClC1=C(C=C(CN2CCC(CC2)NC2=CC=C(C#N)C=C2)C=C1)OCC (4-[1-(4-Chloro-3-ethoxy-benzyl)-piperidin-4-ylamino]-benzonitrile). The product is COc1ccc(CC(=O)Nc2ccsc2-c2c[nH]cn2)cc1. Reaction SMILES: [CH3:1][O:2][c:3]1[cH:4][cH:5][c:6]([CH2:9][C:10](=[O:11])[NH:12][c:13]2[c:14](-[c:18]3[n:19][cH:20][n:21]([C:23]([c:24]4[cH:25][cH:26][cH:27][cH:28][cH:29]4)([c:30]4[cH:31][cH:32][cH:33][cH:34][cH:35]4)[c:36]4[cH:37][cH:38][cH:39][cH:40][cH:41]4)[cH:22]3)[s:15][cH:16][cH:17]2)[cH:7][cH:8]1.[F:42][C:43]([F:44])([F:45])[C:46]([OH:47])=[O:48]>>[CH3:1][O:2][c:3]1[cH:4][cH:5][c:6]([CH2:9][C:10](=[O:11])[NH:12][c:13]2[c:14](-[c:18]3[n:19][cH:20][nH:21][cH:22]3)[s:15][cH:16][cH:17]2)[cH:7][cH:8]1. Starting materials: COc1ccc(CC(=O)Nc2ccsc2-c2cn(C(c3ccccc3)(c3ccccc3)c3ccccc3)cn2)cc1, O=C(O)C(F)(F)F.